Dataset: the Open Reaction Database (ORD), a public repository of structured organic reaction records. Task: describe an organic reaction: reactants, conditions, products, and yield Reactants: Cl (hydrochloric acid), CC(C)O (2-propanol), ClC=1C=C(C(CCl)=O)C=CC1 (m-chlorophenacyl chloride), C(C(C)C)[Al](CC(C)C)CC(C)C (triisobutylaluminum). The reagents and catalysts are C1=CC=C2C(=C1)C=CC(=C2C3=C(C=CC4=CC=CC=C43)O)O ((S)-1,1′-bi-2-naphthol). The solvent is O (water), C1(=CC=CC=C1)C (toluene), CCCCCC (hexane). Reaction conditions: time 30 minute. The product is ClC[C@H](O)C1=CC(=CC=C1)Cl ((R)-2-chloro-1-(m-chlorophenyl)ethanol). Yield: 120.9%. RXN SMILES: C([Al](CC(C)C)CC(C)C)C(C)C.CC(O)C.[Cl:18][C:19]1[CH:20]=[C:21]([CH:26]=[CH:27][CH:28]=1)[C:22](=[O:25])[CH2:23][Cl:24].Cl>C1(C)C=CC=CC=1.C1C=C2C=CC(O)=C(C3C4C(=CC=CC=4)C=CC=3O)C2=CC=1.O.CCCCCC>[Cl:24][CH2:23][C@@H:22]([C:21]1[CH:26]=[CH:27][CH:28]=[C:19]([Cl:18])[CH:20]=1)[OH:25]. Procedure details: To a slurry solution of 143 mg (0.5 mmol) of (S)-1,1′-bi-2-naphthol in 10 ml of toluene was added 0.5 ml (0.5 mmol) of a 1.0 M hexane solution of triisobutylaluminum at room temperature, and the mixture was stirred at room temperature for 30 minutes. Thereto 1.52 ml (20 mmol) of 2-propanol was added and the mixture was stirred at room temperature for 30 minutes. Thereto 1.89 g (10 mmol) of m-chlorophenacyl chloride was added and the mixture was stirred further at 50° C. for 4 hours. To the mixtu... The reactants are C(C)(=O)Cl (acetyl chloride), O (water), Cl.Cl.CN1N=C(C2=C1NCCSC2C2CCNCC2)C2=NC=CC=C2 (1-methyl-4-(4-piperidyl)-3-(2-pyridyl)-4,6,7,8-tetrahydropyrazolo[3,4-e][1,4]thiazepine dihydrochloride), C(C)(C)N(C(C)C)CC (N,N-diisopropylethylamine). The solvent is C(Cl)Cl (DCM), C(Cl)Cl (DCM), C(Cl)Cl (DCM). Run at temperature -10 celsius, time 1 hour. The product is CN1N=C(C2=C1NCCSC2C2CCN(CC2)C(C)=O)C2=NC=CC=C2 (1-[4-[1-methyl-3-(2-pyridyl)-4,6,7,8-tetrahydropyrazolo[3,4-e][1,4]thiazepin-4-yl]-1-piperidyl]ethanone). Yield: 96.9%. RXN SMILES: Cl.Cl.[CH3:3][N:4]1[C:8]2[NH:9][CH2:10][CH2:11][S:12][CH:13]([CH:14]3[CH2:19][CH2:18][NH:17][CH2:16][CH2:15]3)[C:7]=2[C:6]([C:20]2[CH:25]=[CH:24][CH:23]=[CH:22][N:21]=2)=[N:5]1.C(N(CC)C(C)C)(C)C.[C:35](Cl)(=[O:37])[CH3:36].O>C(Cl)Cl>[CH3:3][N:4]1[C:8]2[NH:9][CH2:10][CH2:11][S:12][CH:13]([CH:14]3[CH2:19][CH2:18][N:17]([C:35](=[O:37])[CH3:36])[CH2:16][CH2:15]3)[C:7]=2[C:6]([C:20]2[CH:25]=[CH:24][CH:23]=[CH:22][N:21]=2)=[N:5]1 |f:0.1.2|. Procedure: To a mixture of 1-methyl-4-(4-piperidyl)-3-(2-pyridyl)-4,6,7,8-tetrahydropyrazolo[3,4-e][1,4]thiazepine dihydrochloride (0.10 g, 0.25 mmol) and N,N-diisopropylethylamine (0.14 mL, 0.8 mmol) in DCM (20 mL) was added dropwise a solution of acetyl chloride (0.018 mL, 0.25 mmol) in DCM (2 mL), at about −10° C. The resulting mixture was stirred at about −10° C. for about 2 h and about 1 h at rt, then water (10 mL) and DCM (20 mL) were added. The layers were separated and the organic layer was washed ... Starting materials: NC=1C=NC(=CC1)Br (3-amino-6-bromopyridine), OC1=NC=CC=C1 (2-hydroxypyridine), CNCCNC (N,N′-dimethylethylenediamine), C(=O)([O-])[O-].[K+].[K+] (K2CO3). Reagents/catalysts: [Cu]I (CuI). Run in O1CCOCC1 (dioxane), C(CCC)O (nBuOH), O (H2O). Conditions: temperature 110 celsius. Yields the product NC=1C=CC(=NC1)N1C(C=CC=C1)=O (1-(5-aminopyridin-2-yl)pyridin-2(1H)-one). Yield: 33.8%. RXN SMILES: [NH2:1][C:2]1[CH:3]=[N:4][C:5](Br)=[CH:6][CH:7]=1.[OH:9][C:10]1[CH:15]=[CH:14][CH:13]=[CH:12][N:11]=1.CNCCNC.C([O-])([O-])=O.[K+].[K+]>O1CCOCC1.[Cu]I.C(O)CCC.O>[NH2:1][C:2]1[CH:7]=[CH:6][C:5]([N:11]2[CH:12]=[CH:13][CH:14]=[CH:15][C:10]2=[O:9])=[N:4][CH:3]=1 |f:3.4.5|. Reported procedure: A mixture of 3-amino-6-bromopyridine (865 mg, 5.00 mmol), 2-hydroxypyridine (475 mg, 5.00 mmol), N,N′-dimethylethylenediamine (0.215 mL, 2.00 mmol) and K2CO3 (1.38 g, 10.0 mmol) in dioxane (8 mL) was degassed with Argon before being charged with CuI (190 mg, 1.00 mmol). The mixture in a sealed tube was heated at 110° C. overnight. After being cooled down, H2O and nBuOH were added. The organic phase was separated, and concentrated in vacuo to give 1-(5-aminopyridin-2-yl)pyridin-2(1H)-one (316 mg)... Reactants: C(C1=CC=CC=C1)(=O)O (benzoic acid), C(C1CO1)OC1=CC=C(C=C1)Cl (4-chlorophenyl glycidyl ether), C(C1=CC=CC=C1)(=O)OCCOC (2-methoxyethyl benzoate), ( 3 ). Solvent: COCCO (2-methoxyethanol). The product is C(C1=CC=CC=C1)(=O)OC(COCCOC)COC1=CC=C(C=C1)Cl (1-(4-chlorophenoxymethyl)-2-(2-methoxyethoxy)ethyl benzoate). The yield is 93.0%. As a reaction SMILES: [C:1]([OH:9])(=[O:8])[C:2]1[CH:7]=[CH:6][CH:5]=[CH:4][CH:3]=1.[C:10]([O:18][CH2:19]COC)(=O)[C:11]1C=CC=CC=1.[CH2:23]([O:27][C:28]1[CH:33]=[CH:32][C:31]([Cl:34])=[CH:30][CH:29]=1)[CH:24]1[O:26][CH2:25]1>COCCO>[C:1]([O:9][CH:24]([CH2:23][O:27][C:28]1[CH:29]=[CH:30][C:31]([Cl:34])=[CH:32][CH:33]=1)[CH2:25][O:26][CH2:11][CH2:10][O:18][CH3:19])(=[O:8])[C:2]1[CH:7]=[CH:6][CH:5]=[CH:4][CH:3]=1. Procedure: A reaction was conducted as described in Example 6 except that benzoic acid was replaced with the same molar amount of 2-methoxyethyl benzoate, a compound represented by formula (3) where R2 is phenyl and OZ1 is an organic group derived from 2-methoxyethanol, and PGE was replaced with the same molar amount of 4-chlorophenyl glycidyl ether. Desired 1-(4-chlorophenoxymethyl)-2-(2-methoxyethoxy)ethyl benzoate was formed in an analytical yield of 93% and isolated in a yield of 86%. The reactants are CC(C)(C)OC(=O)N1CCC(Nc2ccc(Br)cc2[N+](=O)[O-])C(O)C1, ClCCl, Cl, C1COCCO1. Product: Cl, O=[N+]([O-])c1cc(Br)ccc1NC1CCNCC1O. Reaction SMILES: [C:2]([O:3][C:4](=[O:5])[N:9]1[CH2:10][CH:11]([OH:26])[CH:12]([NH:15][c:16]2[c:17]([N+:23](=[O:24])[O-:25])[cH:18][c:19]([Br:22])[cH:20][cH:21]2)[CH2:13][CH2:14]1)([CH3:6])([CH3:7])[CH3:8].[Cl:33][CH2:34][Cl:35].[ClH:1].[O:27]1[CH2:28][CH2:29][O:30][CH2:31][CH2:32]1>>[ClH:1].[NH:9]1[CH2:10][CH:11]([OH:26])[CH:12]([NH:15][c:16]2[c:17]([N+:23](=[O:24])[O-:25])[cH:18][c:19]([Br:22])[cH:20][cH:21]2)[CH2:13][CH2:14]1. Starting materials: CC1CN(C(=O)OC(C)(C)C)CCN1, CS(C)=O, Cn1ncc([N+](=O)[O-])c1Cl, [F-], [K+]. Yields the product CC1CN(C(=O)OC(C)(C)C)CCN1c1c([N+](=O)[O-])cnn1C. As a reaction SMILES: [CH3:13][CH:14]1[CH2:15][N:16]([C:20](=[O:21])[O:22][C:23]([CH3:24])([CH3:25])[CH3:26])[CH2:17][CH2:18][NH:19]1.[CH3:27][S:28]([CH3:29])=[O:30].[Cl:1][c:2]1[c:3]([N+:8](=[O:9])[O-:10])[cH:4][n:5][n:6]1[CH3:7].[F-:11].[K+:12]>>[c:2]1([N:19]2[CH:14]([CH3:13])[CH2:15][N:16]([C:20](=[O:21])[O:22][C:23]([CH3:24])([CH3:25])[CH3:26])[CH2:17][CH2:18]2)[c:3]([N+:8](=[O:9])[O-:10])[cH:4][n:5][n:6]1[CH3:7]. Reaction SMILES: [CH3:1][CH:2]([CH2:3][AlH:4][CH2:5][CH:6]([CH3:7])[CH3:8])[CH3:9].[CH3:36][c:37]1[cH:38][cH:39][cH:40][cH:41][cH:42]1.[F:10][c:11]1[cH:12][cH:13][c:14]2[c:15]([n:16]1)[n:17]([CH2:27][c:28]1[cH:29][cH:30][c:31]([O:34][CH3:35])[cH:32][cH:33]1)[n:18][c:19]2[C:20](=[O:21])[O:22][C:23]([CH3:24])([CH3:25])[CH3:26]>>[F:10][c:11]1[cH:12][cH:13][c:14]2[c:15]([n:16]1)[n:17]([CH2:27][c:28]1[cH:29][cH:30][c:31]([O:34][CH3:35])[cH:32][cH:33]1)[n:18][c:19]2[CH2:20][OH:21]. Reactants: CC(C)C[AlH]CC(C)C, Cc1ccccc1, COc1ccc(Cn2nc(C(=O)OC(C)(C)C)c3ccc(F)nc32)cc1. Yields the product COc1ccc(Cn2nc(CO)c3ccc(F)nc32)cc1.